From a dataset of the Open Reaction Database (ORD), a public repository of structured organic reaction records. describe an organic reaction: reactants, conditions, products, and yield The reactants are Cc1ccccc1, CC1(C)Cc2cccc(Oc3ccc(N)cc3Cl)c2O1, O=C=NC(=O)c1c(F)cccc1F. Product: CC1(C)Cc2cccc(Oc3ccc(NC(=O)NC(=O)c4c(F)cccc4F)cc3Cl)c2O1. RXN SMILES: [CH3:34][c:35]1[cH:36][cH:37][cH:38][cH:39][cH:40]1.[Cl:1][c:2]1[cH:3][c:4]([NH2:5])[cH:6][cH:7][c:8]1[O:9][c:10]1[cH:11][cH:12][cH:13][c:14]2[c:18]1[O:17][C:16]([CH3:19])([CH3:20])[CH2:15]2.[F:21][c:22]1[c:23]([C:24](=[O:25])[N:26]=[C:27]=[O:28])[c:29]([F:33])[cH:30][cH:31][cH:32]1>>[Cl:1][c:2]1[cH:3][c:4]([NH:5][C:27]([NH:26][C:24]([c:23]2[c:22]([F:21])[cH:32][cH:31][cH:30][c:29]2[F:33])=[O:25])=[O:28])[cH:6][cH:7][c:8]1[O:9][c:10]1[cH:11][cH:12][cH:13][c:14]2[c:18]1[O:17][C:16]([CH3:19])([CH3:20])[CH2:15]2. Reactants: C1(=CC=CC=C1)N1N(C(=CC1=O)N)C(=O)OCC (1-phenyl-2-ethoxycarbonyl-3-amino-3-pyrazolin-5-one), C1(=CC=CC=C1)N1N(C(=CC1=O)N)C(=O)OCC (1-phenyl-2-ethoxycarbonyl-3-amino-3-pyrazolin-5-one), [Cl-].[Al+3].[Cl-].[Cl-] (aluminium chloride), C(C(=C)C)(=O)Cl (methacryloyl chloride). Run in [N+](=O)([O-])C1=CC=CC=C1 (nitrobenzene), C(C)#N (acetonitrile), O (water). The product is C1(=CC=CC=C1)N1N(C(=CC1=O)NC(C(=C)C)=O)C(=O)OCC (1-phenyl-2-ethoxycarbonyl-3-methacryloylamino-3-pyrazolin-5-one). Reaction SMILES: [C:1]1([N:7]2[C:11](=[O:12])[CH:10]=[C:9]([NH2:13])[N:8]2[C:14]([O:16][CH2:17][CH3:18])=[O:15])[CH:6]=[CH:5][CH:4]=[CH:3][CH:2]=1.[Cl-].[Al+3].[Cl-].[Cl-].[C:23](Cl)(=[O:27])[C:24]([CH3:26])=[CH2:25]>[N+](C1C=CC=CC=1)([O-])=O.C(#N)C.O>[C:1]1([N:7]2[C:11](=[O:12])[CH:10]=[C:9]([NH:13][C:23](=[O:27])[C:24]([CH3:26])=[CH2:25])[N:8]2[C:14]([O:16][CH2:17][CH3:18])=[O:15])[CH:2]=[CH:3][CH:4]=[CH:5][CH:6]=1 |f:1.2.3.4|. Procedure: 123.5 g (0.5 mole) of 1-phenyl-2-ethoxycarbonyl-3-amino-3-pyrazolin-5-one (compound 2) are dissolved at room temperature in a solution of 133.5 g (1 mole) of anhydrous aluminium chloride and 15 ml of nitrobenzene in 500 ml of acetonitrile. The resulting solution is mixed with 57.5 g (0.55 mole) of methacryloyl chloride and is then refluxed for 3 h. The reaction mixture is poured out in 1 l of water and the precipitate formed is separated. The product is recrystallized from benzene/hexane (1:1). The reactants are COCC(=O)NC1=C(C=C2C(C(NC2=C1)=O)(C)C)[N+](=O)[O-] (6-methoxymethylcarbonylamino-5-nitro-3,3-dimethylindolin-2-one), [H][H] (hydrogen). Reagents/catalysts: [Pd] (palladium on charcoal). Solvent: C(C)O (ethanol). Yields the product COCC=1NC2=C(N1)C=C1C(=C2)NC(C1(C)C)=O (2-Methoxymethyl-7,7-dimethyl-6,7-dihydro-3H,5H-pyrrolo[2,3-f]benzimidazol-6-one). RXN SMILES: [CH3:1][O:2][CH2:3][C:4]([NH:6][C:7]1[CH:15]=[C:14]2[C:10]([C:11]([CH3:18])([CH3:17])[C:12](=[O:16])[NH:13]2)=[CH:9][C:8]=1[N+:19]([O-])=O)=O.[H][H]>[Pd].C(O)C>[CH3:1][O:2][CH2:3][C:4]1[NH:6][C:7]2[CH:15]=[C:14]3[NH:13][C:12](=[O:16])[C:11]([CH3:18])([CH3:17])[C:10]3=[CH:9][C:8]=2[N:19]=1. Procedure details: Analogously to Example 5, 1.6 g. (5.4 mmole) 6-methoxymethylcarbonylamino-5-nitro-3,3-dimethylindolin-2-one are dissolved in 160 ml. ethanol and hydrogenated in the presence of 0.8 g. 10% palladium on charcoal at normal pressure and ambient temperature. After 360 ml. of hydrogen have been taken up, the catalyst is filtered off with suction and the filtrate is evaporated to dryness in a vacuum. The residue is purified over a silica gel column (elution agent: dichloromethane/methanol 95:5 v/v). Th... The reactants are CC(=O)Cl, ClCCl, O, Cl[Sn](Cl)(Cl)Cl, O=C1c2ccccc2C(=O)N1n1cccc1. The product is CC(=O)c1cccn1N1C(=O)c2ccccc2C1=O. RXN SMILES: [CH3:1][C:2]([Cl:3])=[O:4].[Cl:27][CH2:28][Cl:29].[OH2:26].[Sn:5]([Cl:6])([Cl:7])([Cl:8])[Cl:9].[n:10]1([N:15]2[C:16](=[O:25])[c:17]3[cH:18][cH:19][cH:20][cH:21][c:22]3[C:23]2=[O:24])[cH:11][cH:12][cH:13][cH:14]1>>[CH3:1][C:2](=[O:4])[c:11]1[n:10]([N:15]2[C:16](=[O:25])[c:17]3[cH:18][cH:19][cH:20][cH:21][c:22]3[C:23]2=[O:24])[cH:14][cH:13][cH:12]1. The reactants are [Cu+2], [I-], Nc1ccc([N+](=O)[O-])c2ccccc12, O=N[O-], [Na+], [Na+], O, O=[N+]([O-])O, O=S(=O)([O-])[O-], O=S(=O)(O)O. The product is O=[N+]([O-])c1ccc(I)c2ccccc12. As a reaction SMILES: [Cu+2:35].[I-:2].[N+:12](=[O:13])([O-:14])[c:15]1[cH:16][cH:17][c:18]([NH2:25])[c:19]2[cH:20][cH:21][cH:22][cH:23][c:24]12.[N:26]([O-:27])=[O:28].[Na+:1].[Na+:29].[OH2:36].[OH:8][N+:9](=[O:10])[O-:11].[S:30]([O-:31])([O-:32])(=[O:33])=[O:34].[S:3](=[O:4])(=[O:5])([OH:6])[OH:7]>>[I:2][c:18]1[cH:17][cH:16][c:15]([N+:12](=[O:13])[O-:14])[c:24]2[c:19]1[cH:20][cH:21][cH:22][cH:23]2. Starting materials: CCOC(C)=O, O=C(NC1CCC2CC1C(=O)O2)OCc1ccccc1. The product is NC1CCC2CC1C(=O)O2. As a reaction SMILES: [CH3:21][CH2:22][O:23][C:24](=[O:25])[CH3:26].[O:1]=[C:2]1[O:3][CH:4]2[CH2:5][CH2:6][CH:7]([NH:10][C:11](=[O:12])[O:13][CH2:14][c:15]3[cH:16][cH:17][cH:18][cH:19][cH:20]3)[CH:8]1[CH2:9]2>>[O:1]=[C:2]1[O:3][CH:4]2[CH2:5][CH2:6][CH:7]([NH2:10])[CH:8]1[CH2:9]2. Starting materials: C=C(C)COC1CC2C3CCC4=CC(=O)C=CC4(C)C3(F)C(O)CC2(C)C1(O)C(=O)CCl, O=C(OO)c1cccc(Cl)c1, ClCCl. The product is CC1(COC2CC3C4CCC5=CC(=O)C=CC5(C)C4(F)C(O)CC3(C)C2(O)C(=O)CCl)CO1. Reaction SMILES: [Cl:1][CH2:2][C:3]([C:4]1([OH:31])[CH:5]([O:26][CH2:27][C:28](=[CH2:29])[CH3:30])[CH2:6][CH:7]2[CH:8]3[CH2:9][CH2:10][C:11]4=[CH:12][C:13](=[O:25])[CH:14]=[CH:15][C:16]4([CH3:17])[C:18]3([F:24])[CH:19]([OH:23])[CH2:20][C:21]12[CH3:22])=[O:32].[Cl:33][c:34]1[cH:35][cH:36][cH:37][c:38]([C:39]([O:40][OH:42])=[O:41])[cH:43]1.[Cl:44][CH2:45][Cl:46]>>[Cl:1][CH2:2][C:3]([C:4]1([OH:31])[CH:5]([O:26][CH2:27][C:28]2([CH3:30])[CH2:29][O:41]2)[CH2:6][CH:7]2[CH:8]3[CH2:9][CH2:10][C:11]4=[CH:12][C:13](=[O:25])[CH:14]=[CH:15][C:16]4([CH3:17])[C:18]3([F:24])[CH:19]([OH:23])[CH2:20][C:21]12[CH3:22])=[O:32]. Starting materials: CCCNc1ccc([N+](=O)[O-])cc1-c1nc2cc(-c3cc4ccccc4s3)ccc2o1, [Zn]. Product: CCCNc1ccc(N)cc1-c1nc2cc(-c3cc4ccccc4s3)ccc2o1. RXN SMILES: [N+:1]([O-:2])(=[O:3])[c:4]1[cH:5][c:6](-[c:14]2[o:15][c:16]3[c:17]([n:18]2)[cH:19][c:20](-[c:23]2[s:24][c:25]4[c:26]([cH:27]2)[cH:28][cH:29][cH:30][cH:31]4)[cH:21][cH:22]3)[c:7]([NH:10][CH2:11][CH2:12][CH3:13])[cH:8][cH:9]1.[Zn:32]>>[NH2:1][c:4]1[cH:5][c:6](-[c:14]2[o:15][c:16]3[c:17]([n:18]2)[cH:19][c:20](-[c:23]2[s:24][c:25]4[c:26]([cH:27]2)[cH:28][cH:29][cH:30][cH:31]4)[cH:21][cH:22]3)[c:7]([NH:10][CH2:11][CH2:12][CH3:13])[cH:8][cH:9]1.